This data is from the Open Reaction Database (ORD), a public repository of structured organic reaction records. The task is: describe an organic reaction: reactants, conditions, products, and yield Reactants: CC(C)c3cc(C(C)C)c(C(=O)Oc2ccc1ccccc1c2)c(C(C)C)c3 (substrate), O=C=O (effective_coupling_partner). Reagents/catalysts: dppf. Reaction conditions: temperature 80 celsius, time 48 hour. Product: O=C(O)c2ccc1ccccc1c2. Reactants: C(C)S(=O)(=O)C=1C=C(C=CC1)C1=C2C3=C(NC2=CC(=C1)CO)N=CC(=C3)C ([5-(3-Ethanesulfonyl-phenyl)-3-methyl-9H-pyrido[2,3-b]indol-7-yl]-methanol), N1CCOCC1 (morpholine), C(C)S(=O)(=O)C=1C=C(C=CC1)C1=C2C3=C(NC2=CC(=C1)CN(C)C)N=CC(=C3)C ([5-(3-Ethanesulfonyl-phenyl)-3-methyl-9H-pyrido[2,3-b]indol-7-ylmethyl]-dimethyl-amine). The product is C(C)S(=O)(=O)C=1C=C(C=CC1)C1=C2C3=C(NC2=CC(=C1)CN1CCN(CC1)C)N=CC(=C3)C (5-(3-Ethanesulfonyl-phenyl)-3-methyl-7-(4-methyl-piperazin-1-ylmethyl)-9H-pyrido[2,3-b]indole). As a reaction SMILES: [CH2:1]([S:3]([C:6]1[CH:7]=[C:8]([C:12]2[CH:20]=[C:19]([CH2:21]O)[CH:18]=[C:17]3[C:13]=2[C:14]2[CH:26]=[C:25]([CH3:27])[CH:24]=[N:23][C:15]=2[NH:16]3)[CH:9]=[CH:10][CH:11]=1)(=[O:5])=[O:4])[CH3:2].[NH:28]1[CH2:33][CH2:32]O[CH2:30][CH2:29]1.C(S(C1C=C(C2C=C(CN(C)C)C=C3C=2C2C=C(C)C=N[C:48]=2[NH:49]3)C=CC=1)(=O)=O)C>>[CH2:1]([S:3]([C:6]1[CH:7]=[C:8]([C:12]2[CH:20]=[C:19]([CH2:21][N:28]3[CH2:33][CH2:32][N:49]([CH3:48])[CH2:30][CH2:29]3)[CH:18]=[C:17]3[C:13]=2[C:14]2[CH:26]=[C:25]([CH3:27])[CH:24]=[N:23][C:15]=2[NH:16]3)[CH:9]=[CH:10][CH:11]=1)(=[O:5])=[O:4])[CH3:2]. Reported procedure: The title compound was prepared from Compound 133 and morpholine according to the procedure outline for the preparation of Compound 134. 1H NMR (400 MHz, CD3OD) δ 8.39 (br s, 1H), 8.23 (s, 1H), 8.12 (d, 1H, J=7.6 Hz), 8.05 (s, 1H), 8.03 (d, 1H, J=7.6 Hz), 7.90 (t, 1H, J=7.6 Hz), 7.83 (s, 1H), 7.49 (s, 1H), 4.38 (s, 2H), 3.48-3.56 (m, 2H), 3.26-3.40 (m, 6H), 2.95 (s, 3H), 2.41 (s, 3H), 1.29 (t, 3H, J=7.2 Hz). MS (ES) [m+H] calc'd for C26H30N4O2S, 463; found 463.